Dataset: the Open Reaction Database (ORD), a public repository of structured organic reaction records. Task: describe an organic reaction: reactants, conditions, products, and yield Reactants: CSc1nncc(-c2ccc(F)c(Br)c2)n1, CCB(CC)c1cccnc1. The product is CSc1nncc(-c2ccc(F)c(-c3cccnc3)c2)n1. As a reaction SMILES: [Br:1][c:2]1[cH:3][c:4](-[c:9]2[n:10][c:11]([S:15][CH3:16])[n:12][n:13][cH:14]2)[cH:5][cH:6][c:7]1[F:8].[CH2:17]([B:18]([CH2:19][CH3:26])[c:20]1[cH:21][n:22][cH:23][cH:24][cH:25]1)[CH3:27]>>[c:2]1(-[c:20]2[cH:21][n:22][cH:23][cH:24][cH:25]2)[cH:3][c:4](-[c:9]2[n:10][c:11]([S:15][CH3:16])[n:12][n:13][cH:14]2)[cH:5][cH:6][c:7]1[F:8]. Starting materials: COC(C1=CN=C(C(=C1)C)OC)=O (6-methoxy-5-methyl-nicotinic acid methyl ester), C1CC(=O)N(C1=O)Br (NBS), CC(C)(C#N)N=NC(C)(C)C#N (AIBN). The solvent is C(Cl)(Cl)(Cl)Cl (CCl4). Reaction conditions: time 5 hour. Product: COC(C1=CN=C(C(=C1)CBr)OC)=O (5-Bromomethyl-6-methoxy-nicotinic acid methyl ester). The yield is 53.9%. RXN SMILES: [CH3:1][O:2][C:3](=[O:13])[C:4]1[CH:9]=[C:8]([CH3:10])[C:7]([O:11][CH3:12])=[N:6][CH:5]=1.C1C(=O)N([Br:21])C(=O)C1.CC(N=NC(C#N)(C)C)(C#N)C>C(Cl)(Cl)(Cl)Cl>[CH3:1][O:2][C:3](=[O:13])[C:4]1[CH:9]=[C:8]([CH2:10][Br:21])[C:7]([O:11][CH3:12])=[N:6][CH:5]=1. Procedure details: A solution containing 6-methoxy-5-methyl-nicotinic acid methyl ester (4.00 g, 22.1 mmol), NBS (5.11 g, 28.7 mmol), and AIBN (0.90 g, 5.5 mmol) in CCl4 (100 mL) is warmed to reflux. After 5 h, the reaction mixture is cooled and then concentrated in vacuo. The residue is dissolved in EtOAc (500 mL) and washed successively with aqueous Na2S2O3 (300 mL), water (100 mL), brine then dried over anhydrous Na2SO4, filtered and concentrated. The crude product is purified by silica gel flash column chromat... Reactants: ClC1=C(C=C(OC2=CC=C(C=C2)C2=CC=CN3C2=NS(CC3)(=O)=O)C=C1)OC (9-[4-(4-chloro-3-methoxyphenoxy)phenyl]-3,4-dihydropyrido[2,1-c][1,2,4]thiadiazine 2,2-dioxide). The reagents and catalysts are [Pt](=O)=O (Platinum(IV) oxide), [Pt](=O)=O (Platinum(IV) oxide). Solvent: C1CCOC1 (THF), CO (MeOH). Conditions: time 3 hour. Yields the product ClC1=C(C=C(OC2=CC=C(C=C2)C2CCCN3C2=NS(CC3)(=O)=O)C=C1)OC (9-[4-(4-chloro-3-methoxyphenoxy)phenyl]-3,4,6,7,8,9-hexahydropyrido[2,1-c][1,2,4]thiadiazine 2,2-dioxide). The yield is 30.2%. Reaction SMILES: [Cl:1][C:2]1[CH:26]=[CH:25][C:5]([O:6][C:7]2[CH:12]=[CH:11][C:10]([C:13]3[C:18]4=[N:19][S:20](=[O:24])(=[O:23])[CH2:21][CH2:22][N:17]4[CH:16]=[CH:15][CH:14]=3)=[CH:9][CH:8]=2)=[CH:4][C:3]=1[O:27][CH3:28]>C1COCC1.CO.[Pt](=O)=O>[Cl:1][C:2]1[CH:26]=[CH:25][C:5]([O:6][C:7]2[CH:8]=[CH:9][C:10]([CH:13]3[C:18]4=[N:19][S:20](=[O:24])(=[O:23])[CH2:21][CH2:22][N:17]4[CH2:16][CH2:15][CH2:14]3)=[CH:11][CH:12]=2)=[CH:4][C:3]=1[O:27][CH3:28]. Reported procedure: Platinum(IV) oxide (30 mg) was added to a solution of 9-[4-(4-chloro-3-methoxyphenoxy)phenyl]-3,4-dihydropyrido[2,1-c][1,2,4]thiadiazine 2,2-dioxide (262.3 mg) in THF (dry) (60 mL) and MeOH (30 mL). The mixture was stirred at room temperature under hydrogen for 3 hr. Platinum(IV) oxide (30 mg) was added and the mixture was stirred at room temperature under hydrogen for 4 hr. The insoluble solid was removed by filtration through NH-silica gel/Celite pad (eluted with EtOAc) and the filtrate was co... Procedure details: The title compound was prepared by following step D in example 14, except that the reagent 1-{[(5R)-5,6-bis(nitrooxy)hexanoyl]oxy}ethyl 2-butyl-4-chloro-1-{[2′-(1-trityl-1H-tetrazol-5-yl)biphenyl-4-yl]methyl}-1H-imidazole-5-carboxylate was replaced by the individual diastereomerically pure 1-{[(5R)-5,6-bis(nitrooxy)hexanoyl]oxy}ethyl 2-ethoxy-1-{[2′-(1-trityl-1H-tetrazol-5-yl)biphenyl-4-yl]methyl}-1H-benzimidazole-7-carboxylate. The reactants are C(CCC)C=1N(C(=C(N1)Cl)C(=O)OC(C)OC(CCC[C@H](CO[N+](=O)[O-])O[N+](=O)[O-])=O)CC1=CC=C(C=C1)C1=C(C=CC=C1)C1=NN=NN1C(C1=CC=CC=C1)(C1=CC=CC=C1)C1=CC=CC=C1 (1-{[(5R)-5,6-bis(nitrooxy)hexanoyl]oxy}ethyl 2-butyl-4-chloro-1-{[2′-(1-trityl-1H-tetrazol-5-yl)biphenyl-4-yl]methyl}-1H-imidazole-5-carboxylate), C(C)OC1=NC2=C(N1CC1=CC=C(C=C1)C1=C(C=CC=C1)C1=NN=NN1C(C1=CC=CC=C1)(C1=CC=CC=C1)C1=CC=CC=C1)C(=CC=C2)C(=O)OC(C)OC(CCC[C@H](CO[N+](=O)[O-])O[N+](=O)[O-])=O (1-{[(5R)-5,6-bis(nitrooxy)hexanoyl]oxy}ethyl 2-ethoxy-1-{[2′-(1-trityl-1H-tetrazol-5-yl)biphenyl-4-yl]methyl}-1H-benzimidazole-7-carboxylate). Reaction SMILES: C(C1N(CC2C=CC(C3C=CC=CC=3C3N(C(C4C=CC=CC=4)(C4C=CC=CC=4)C4C=CC=CC=4)N=NN=3)=CC=2)C(C(OC(OC(=O)CCC[C@@H](O[N+]([O-])=O)CO[N+]([O-])=O)C)=O)=C(Cl)N=1)CCC.[CH2:69]([O:71][C:72]1[N:76]([CH2:77][C:78]2[CH:83]=[CH:82][C:81]([C:84]3[CH:89]=[CH:88][CH:87]=[CH:86][C:85]=3[C:90]3[N:94](C(C4C=CC=CC=4)(C4C=CC=CC=4)C4C=CC=CC=4)[N:93]=[N:92][N:91]=3)=[CH:80][CH:79]=2)[C:75]2[C:114]([C:118]([O:120][CH:121]([O:123][C:124](=[O:138])[CH2:125][CH2:126][CH2:127][C@@H:128]([O:134][N+:135]([O-:137])=[O:136])[CH2:129][O:130][N+:131]([O-:133])=[O:132])[CH3:122])=[O:119])=[CH:115][CH:116]=[CH:117][C:74]=2[N:73]=1)[CH3:70]>>[CH2:69]([O:71][C:72]1[N:76]([CH2:77][C:78]2[CH:79]=[CH:80][C:81]([C:84]3[CH:89]=[CH:88][CH:87]=[CH:86][C:85]=3[C:90]3[NH:91][N:92]=[N:93][N:94]=3)=[CH:82][CH:83]=2)[C:75]2[C:114]([C:118]([O:120][CH:121]([O:123][C:124](=[O:138])[CH2:125][CH2:126][CH2:127][C@@H:128]([O:134][N+:135]([O-:137])=[O:136])[CH2:129][O:130][N+:131]([O-:133])=[O:132])[CH3:122])=[O:119])=[CH:115][CH:116]=[CH:117][C:74]=2[N:73]=1)[CH3:70]. The product is C(C)OC1=NC2=C(N1CC1=CC=C(C=C1)C1=C(C=CC=C1)C1=NN=NN1)C(=CC=C2)C(=O)OC(C)OC(CCC[C@H](CO[N+](=O)[O-])O[N+](=O)[O-])=O (1-{[(5R)-5,6-bis(nitrooxy)hexanoyl]oxy}ethyl 2-ethoxy-1-{[2′-(1H-tetrazol-5-yl)biphenyl-4-yl]methyl}-1H-benzimidazole-7-carboxylate). Reactants: FC1=C(C=C(C=C1)S(=O)(=O)Cl)OC (4-fluoro-3-methoxy-benzenesulfonyl chloride), FC1=C(C=C(C=C1)S(=O)(=O)Cl)OC (4-fluoro-3-methoxy-benzenesulfonyl chloride), ClC1=C(C=C(C=C1)N)F (4-chloro-3-fluoro-phenylamine). Product: ClC1=C(C=C(C=C1)S(=O)(=O)Cl)F (4-Chloro-3-fluoro-benzenesulfonyl chloride). Reaction SMILES: FC1C=CC([S:8]([Cl:11])(=[O:10])=[O:9])=CC=1OC.[Cl:14][C:15]1[CH:20]=[CH:19][C:18](N)=[CH:17][C:16]=1[F:22]>>[Cl:14][C:15]1[CH:20]=[CH:19][C:18]([S:8]([Cl:11])(=[O:10])=[O:9])=[CH:17][C:16]=1[F:22]. Procedure: The titled compound is prepared analogously to 4-fluoro-3-methoxy-benzenesulfonyl chloride (Intermediate 102a) by replacing 4-fluoro-3-methoxyaniline with 4-chloro-3-fluoro-phenylamine. Reactants: ClC1=CC(=C(C#N)C=C1)OC1=C(C(=CC=C1)C=O)OC (4-Chloro-2-(3-formyl-2-methoxy-phenoxy)-benzonitrile), CN (methylamine), C(#N)[BH3-].[Na+] (sodium cyanoborohydride), C(\C=C\C(=O)O)(=O)O (Fumaric acid). Solvent: C(C)(=O)O.CO (acetic acid methanol), C(C)(=O)OCC (ethyl acetate). Yields the product C(\C=C\C(=O)O)(=O)O.ClC1=CC(=C(C#N)C=C1)OC1=C(C(=CC=C1)CNC)OC (4-chloro-2-(2-methoxy-3-methylaminomethyl-phenoxy)-benzonitrile fumarate). Yield: 77.3%. Reaction SMILES: [Cl:1][C:2]1[CH:9]=[CH:8][C:5]([C:6]#[N:7])=[C:4]([O:10][C:11]2[CH:16]=[CH:15][CH:14]=[C:13]([CH:17]=O)[C:12]=2[O:19][CH3:20])[CH:3]=1.CN.[C:23]([BH3-])#[N:24].[Na+].[C:27]([OH:34])(=[O:33])/[CH:28]=[CH:29]/[C:30]([OH:32])=[O:31]>C(OCC)(=O)C.C(O)(=O)C.CO>[C:27]([OH:34])(=[O:33])/[CH:28]=[CH:29]/[C:30]([OH:32])=[O:31].[Cl:1][C:2]1[CH:9]=[CH:8][C:5]([C:6]#[N:7])=[C:4]([O:10][C:11]2[CH:16]=[CH:15][CH:14]=[C:13]([CH2:17][NH:24][CH3:23])[C:12]=2[O:19][CH3:20])[CH:3]=1 |f:2.3,6.7,8.9|. Reported procedure: 4-Chloro-2-(3-formyl-2-methoxy-phenoxy)-benzonitrile (0.52 g, 1.8 mmol), methylamine (2M in methanol, 2.7 ml, 5.4 mmol) and sodium cyanoborohydride (0.13 g, 2.1 mmol) were stirred at ambient temperature in a 1% acetic acid/methanol solution (70 ml) for 20 h. The solvent was removed in vacuo. The residue was treated with 10% aqueous sodium carbonate and extracted with ethyl acetate. Fumaric acid (0.21 g, 1.8 mmol) was added to the separated ethyl acetate layer and the solvent removed in vacuo. Th...